From a dataset of the Open Reaction Database (ORD), a public repository of structured organic reaction records. describe an organic reaction: reactants, conditions, products, and yield The reactants are ClC1=NC=C(C(=N1)Cl)I (2,4-dichloro-5-iodopyrimidine), N[C@@H](CO)C ((R)-2-amino-1-propanol). The product is ClC1=NC=C(C(=N1)N[C@@H](CO)C)I ((R)-2-(2-chloro-5-iodopyrimidine-4-ylamino)propan-1-ol). The yield is 88.0%. Reaction SMILES: [Cl:1][C:2]1[N:7]=[C:6](Cl)[C:5]([I:9])=[CH:4][N:3]=1.[NH2:10][C@H:11]([CH3:14])[CH2:12][OH:13]>>[Cl:1][C:2]1[N:7]=[C:6]([NH:10][C@H:11]([CH3:14])[CH2:12][OH:13])[C:5]([I:9])=[CH:4][N:3]=1. Procedure details: In the reaction of 2,4-dichloro-5-iodopyrimidine (3.0 g, 10.9 mmol) with (R)-2-amino-1-propanol (884 mg, 11.8 mmol) according to procedure 2, the desired product is obtained in 88% yield (1.6 g) after chromatographic purification (silica gel, dichloromethane/methanol (0% to 20% methanol)). Reactants: C(C1=CC=CC=C1)OC1=C(C=C(C=C1)C(C)(C)CC(C)(C)C)OCC1(OC(CC1)CO)C (1-benzyloxy-2-(5-hydroxymethyl-2-methyl-2-tetrahydrofuranylmethoxy)-4-t-octylbenzene). Reagents/catalysts: [Pd] (palladium-on-carbon). The solvent is C(C)O (ethanol). Reaction conditions: time 3 hour. The product is OCC1CCC(O1)(C)COC1=C(C=CC(=C1)C(C)(C)CC(C)(C)C)O (2-(5-Hydroxymethyl-2-methyl-2-tetrahydrofuranylmethoxy)-4-t-octylphenol). Yield: 116.0%. RXN SMILES: C([O:8][C:9]1[CH:14]=[CH:13][C:12]([C:15]([CH2:18][C:19]([CH3:22])([CH3:21])[CH3:20])([CH3:17])[CH3:16])=[CH:11][C:10]=1[O:23][CH2:24][C:25]1([CH3:32])[CH2:29][CH2:28][CH:27]([CH2:30][OH:31])[O:26]1)C1C=CC=CC=1>[Pd].C(O)C>[OH:31][CH2:30][CH:27]1[O:26][C:25]([CH2:24][O:23][C:10]2[CH:11]=[C:12]([C:15]([CH2:18][C:19]([CH3:22])([CH3:21])[CH3:20])([CH3:16])[CH3:17])[CH:13]=[CH:14][C:9]=2[OH:8])([CH3:32])[CH2:29][CH2:28]1. Procedure: A mixture of 4 g (9.1 mmole) of 1-benzyloxy-2-(5-hydroxymethyl-2-methyl-2-tetrahydrofuranylmethoxy)-4-t-octylbenzene, 1 g of 10% palladium-on-carbon and 75 ml of ethanol was shaken under an atmosphere of hydrogen at ca. 4 kg/cm2 for 3 hours. The resulting mixture was filtered, and the filtrate was evaporated in vacuo to give 3.7 g of the title compound as an oil. Reactants: NC1=C(C=C(C=C1)C(=O)N1CCN(CC1)CC1=CC=C(C=C1)C(C(F)(F)F)(C(F)(F)F)O)F ((4-Amino-3-fluorophenyl)(4-(4-(1,1,1,3,3,3-hexafluoro-2-hydroxypropan-2-yl)-benzyl)piperazin-1-yl)methanone), C(OC1=CC=C(C=C1)[N+](=O)[O-])(=O)Cl (4-nitrophenyl carbonochloridate), C1(CC1)CO (Cyclopropylmethanol), N,N-dimethylaminopyridine. Solvent: ClCCl (dichloromethane). Conditions: time 17 hour. Product: FC1=C(C=CC(=C1)C(=O)N1CCN(CC1)CC1=CC=C(C=C1)C(C(F)(F)F)(C(F)(F)F)O)NC(OCC1CC1)=O (Cyclopropylmethyl 2-fluoro-4-(4-(4-(1,1,1,3,3,3-hexafluoro-2-hydroxypropan-2-yl)benzyl)piperazine-1-carbonyl)phenylcarbamate). Yield: 18.2%. As a reaction SMILES: [NH2:1][C:2]1[CH:7]=[CH:6][C:5]([C:8]([N:10]2[CH2:15][CH2:14][N:13]([CH2:16][C:17]3[CH:22]=[CH:21][C:20]([C:23]([OH:32])([C:28]([F:31])([F:30])[F:29])[C:24]([F:27])([F:26])[F:25])=[CH:19][CH:18]=3)[CH2:12][CH2:11]2)=[O:9])=[CH:4][C:3]=1[F:33].[C:34](Cl)(=[O:45])[O:35][C:36]1[CH:41]=[CH:40][C:39]([N+]([O-])=O)=CC=1.C1(CO)CC1>ClCCl>[F:33][C:3]1[CH:4]=[C:5]([C:8]([N:10]2[CH2:11][CH2:12][N:13]([CH2:16][C:17]3[CH:22]=[CH:21][C:20]([C:23]([OH:32])([C:24]([F:25])([F:26])[F:27])[C:28]([F:30])([F:31])[F:29])=[CH:19][CH:18]=3)[CH2:14][CH2:15]2)=[O:9])[CH:6]=[CH:7][C:2]=1[NH:1][C:34](=[O:45])[O:35][CH2:36][CH:41]1[CH2:39][CH2:40]1. Reported procedure: (4-Amino-3-fluorophenyl)(4-(4-(1,1,1,3,3,3-hexafluoro-2-hydroxypropan-2-yl)-benzyl)piperazin-1-yl)methanone (0.209 mmol, 0.1 g) and 4-nitrophenyl carbonochloridate (0.209 mmol, 0.042 g) were combined and stirred in dichloromethane (1 mL) at room temperature for 30 minutes. Cyclopropylmethanol (0.417 mmol, 0.030 g) and N,N-dimethylaminopyridine (0.003 g, 0.0209 mmol) were added and the reaction stirred at room temperature for 17 hours. The reaction was concentrated under vacuum and purified by ac...